This data is from the Open Reaction Database (ORD), a public repository of structured organic reaction records. The task is: describe an organic reaction: reactants, conditions, products, and yield Reactants: CN(C)CC1=CC=2CN(CCC2O1)C(=O)C1=CC=C(\C=C/C2=CC=C(C=C2)Cl)C=C1 ((Z)-N,N-Dimethyl-[5-(4-chlorostilbene-4'-carbonyl)-4,5,6,7-tetrahydrofuro[3,2-c]pyridin-2-ylmethyl]amine), Cl (hydrogen chloride). Solvent: CO (methanol), C(C)(=O)OCC (ethyl acetate). The product is Cl.CN(C)CC1=CC=2CN(CCC2O1)C(=O)C1=CC=C(\C=C/C2=CC=C(C=C2)Cl)C=C1 ((Z)-N,N-dimethyl-[5-(4-chlorostilbene-4'-carbonyl)-4,5,6,7-tetrahydrofuro[3,2-c]pyridin-2-ylmethyl]amine hydrochloride). Reaction SMILES: [CH3:1][N:2]([CH2:4][C:5]1[O:13][C:12]2[CH2:11][CH2:10][N:9]([C:14]([C:16]3[CH:30]=[CH:29][C:19](/[CH:20]=[CH:21]\[C:22]4[CH:27]=[CH:26][C:25]([Cl:28])=[CH:24][CH:23]=4)=[CH:18][CH:17]=3)=[O:15])[CH2:8][C:7]=2[CH:6]=1)[CH3:3].Cl>CO.C(OCC)(=O)C>[ClH:28].[CH3:1][N:2]([CH2:4][C:5]1[O:13][C:12]2[CH2:11][CH2:10][N:9]([C:14]([C:16]3[CH:30]=[CH:29][C:19](/[CH:20]=[CH:21]\[C:22]4[CH:23]=[CH:24][C:25]([Cl:28])=[CH:26][CH:27]=4)=[CH:18][CH:17]=3)=[O:15])[CH2:8][C:7]=2[CH:6]=1)[CH3:3] |f:4.5|. Procedure: (Z)-N,N-Dimethyl-[5-(4-chlorostilbene-4'-carbonyl)-4,5,6,7-tetrahydrofuro[3,2-c]pyridin-2-ylmethyl]amine 0.134 g was dissolved in 2 ml of methanol; hydrogen chloride in ethyl acetate was added in excess, followed by stirring. This mixture was concentrated and washed with diethyl ether to yield the desired product. Yields the product O=Cc1ccc2nc(-c3ccc(C(F)(F)F)cc3)sc2c1. Starting materials: ClCCl, Cc1cc(C)[nH]n1, OCc1ccc2nc(-c3ccc(C(F)(F)F)cc3)sc2c1, CN(C)C=O. As a reaction SMILES: [CH2:34]([Cl:35])[Cl:36].[CH3:1][c:2]1[cH:3][c:4]([CH3:5])[nH:6][n:7]1.[F:8][C:9]([c:10]1[cH:11][cH:12][c:13](-[c:16]2[s:17][c:18]3[c:19]([n:20]2)[cH:21][cH:22][c:23]([CH2:25][OH:26])[cH:24]3)[cH:14][cH:15]1)([F:27])[F:28].[O:29]=[CH:30][N:31]([CH3:32])[CH3:33]>>[F:8][C:9]([c:10]1[cH:11][cH:12][c:13](-[c:16]2[s:17][c:18]3[c:19]([n:20]2)[cH:21][cH:22][c:23]([CH:25]=[O:26])[cH:24]3)[cH:14][cH:15]1)([F:27])[F:28]. Reactants: CC(C)C[AlH]CC(C)C (DIBAH), COC(=O)/C=C/[C@H]1CC[C@@]2(C[C@H](CC[C@]12C)C1=CC=C(C=C1)O[Si](C)(C)C(C)(C)C)O ((1R,3aS,5S,7aR)-1-[(E)-2-methoxycarbonyl-1-ethenyl]-5-(4-tert-butyl-dimethylsilyloxyphenyl)-7a-methylperhydroinden-3a-ol), OS(=O)(=O)O (H2SO4). Solvent: C1CCOC1 (THF), C1CCOC1 (THF). Reaction conditions: temperature -78 celsius, time 1 hour. Product: OC/C=C/[C@H]1CC[C@@]2(C[C@H](CC[C@]12C)C1=CC=C(C=C1)O[Si](C)(C)C(C)(C)C)O ((1R,3aS,5S,7aR)-1-[(E)-3-hydroxy-1-propenyl]-5-(4-tert-butyldimethylsilyloxyphenyl)-7a-methylperhydroinden-3a-ol). Isolated yield 80.7%. RXN SMILES: C[O:2][C:3](/[CH:5]=[CH:6]/[C@@H:7]1[C@:15]2([CH3:16])[C@@:10]([OH:31])([CH2:11][C@@H:12]([C:17]3[CH:22]=[CH:21][C:20]([O:23][Si:24]([C:27]([CH3:30])([CH3:29])[CH3:28])([CH3:26])[CH3:25])=[CH:19][CH:18]=3)[CH2:13][CH2:14]2)[CH2:9][CH2:8]1)=O.CC(C[AlH]CC(C)C)C.OS(O)(=O)=O>C1COCC1>[OH:2][CH2:3]/[CH:5]=[CH:6]/[C@@H:7]1[C@:15]2([CH3:16])[C@@:10]([OH:31])([CH2:11][C@@H:12]([C:17]3[CH:22]=[CH:21][C:20]([O:23][Si:24]([C:27]([CH3:30])([CH3:29])[CH3:28])([CH3:25])[CH3:26])=[CH:19][CH:18]=3)[CH2:13][CH2:14]2)[CH2:9][CH2:8]1. Procedure details: To a solution of 3.90 g of (1R,3aS,5S,7aR)-1-[(E)-2-methoxycarbonyl-1-ethenyl]-5-(4-tert-butyl-dimethylsilyloxyphenyl)-7a-methylperhydroinden-3a-ol in 50 ml of anhydrous THF, cooled at -78° C., 45 ml of 1N DIBAH in THF were added and the mixture was stirred at -78° C. for 1 hr, then at room temperature for 8 hrs. The reaction mixture was cooled to 0° C. and 100 ml of 1N H2SO4 were cautiously added and stirring was continued at room temperature for 1 hr. The mixture was then extracted with ethyl ... The reactants are NC=1C=CC(=C(C(=O)OCC)C1)OC=1C=C(C=NC1)Cl (ethyl 5-amino-2-(3-chloro-5-pyridyloxy)benzoate). Yields the product NC=1C=CC(=C(C(=O)OCC)C1)OC=1C=NC=CC1 (ethyl 5-amino-2-(3-pyridyloxy)benzoate). Run at time 1 hour. Solvent: CO (MeOH). Procedure: To a stirred solution of the product from Example 1 (101 mg, 0.344 mmol) in MeOH (4 mL) was added a catalytic amount of palladium on carbon. The flask was evacuated of air and placed under a balloon of hydrogen gas. After 1 hr, the mixture was filtered through Celite® and the filtrate was evaporated to provide 85 mg of the title compound (96%). RXN SMILES: [NH2:1][C:2]1[CH:3]=[CH:4][C:5]([O:13][C:14]2[CH:15]=[C:16](Cl)[CH:17]=[N:18][CH:19]=2)=[C:6]([CH:12]=1)[C:7]([O:9][CH2:10][CH3:11])=[O:8]>CO.[Pd]>[NH2:1][C:2]1[CH:3]=[CH:4][C:5]([O:13][C:14]2[CH:19]=[N:18][CH:17]=[CH:16][CH:15]=2)=[C:6]([CH:12]=1)[C:7]([O:9][CH2:10][CH3:11])=[O:8]. The reagents and catalysts are [Pd] (palladium on carbon). The yield is 95.7%. Reactants: BrC=1C(=NC=C(C(=O)O)C1)OC1CCC1 (5-bromo-6-cyclobutoxy-nicotinic acid), C([O-])([O-])=O.[Cs+].[Cs+] (cesium carbonate), Cl (HCl), [B-](C1=CC=CO1)(F)(F)F.[K+] (potassium 2-furantrifluoroborate), C(CCC)P(C12CC3CC(CC(C1)C3)C2)C23CC1CC(CC(C2)C1)C3 (butyldi-1-adamantylphosphine). The reagents and catalysts are C(C)(=O)[O-].[Pd+2].C(C)(=O)[O-] (palladium(II) acetate). Run in O (water), C1(=CC=CC=C1)C (toluene). Reaction conditions: temperature 120 celsius. Product: C1(CCC1)OC1=NC=C(C(=O)O)C=C1C=1OC=CC1 (6-Cyclobutoxy-5-furan-2-yl-nicotinic acid). Isolated yield 74.7%. As a reaction SMILES: Br[C:2]1[C:3]([O:11][CH:12]2[CH2:15][CH2:14][CH2:13]2)=[N:4][CH:5]=[C:6]([CH:10]=1)[C:7]([OH:9])=[O:8].C(=O)([O-])[O-].[Cs+].[Cs+].[B-](F)(F)(F)[C:23]1[O:27][CH:26]=[CH:25][CH:24]=1.[K+].C(P(C12CC3CC(CC(C3)C1)C2)C12CC3CC(CC(C3)C1)C2)CCC.Cl>C([O-])(=O)C.[Pd+2].C([O-])(=O)C.O.C1(C)C=CC=CC=1>[CH:12]1([O:11][C:3]2[C:2]([C:26]3[O:27][CH:23]=[CH:24][CH:25]=3)=[CH:10][C:6]([C:7]([OH:9])=[O:8])=[CH:5][N:4]=2)[CH2:15][CH2:14][CH2:13]1 |f:1.2.3,4.5,8.9.10|. Procedure details: In a 50 mL 4-necked flask, 5-bromo-6-cyclobutoxynicotinic acid (1 g, 3.68 mmol, Eq: 1.00, preparation see Example 47) and cesium carbonate (3.59 g, 11.0 mmol, Eq: 3) were combined with toluene (25 mL) and water (2.8 mL) to give a colorless solution. The reaction mixture was 3× degassed and purged with argon before successively potassium 2-furantrifluoroborate (959 mg, 5.51 mmol, Eq: 1.5), palladium(II) acetate (41.3 mg, 184 μmol, Eq: 0.05) and butyldi-1-adamantylphosphine (198 mg, 551 μmol, Eq: ... Reactants: COCOC(CN(C)S(=O)(=O)c1cc(C(O)Cc2ccccc2)sc1NC(=O)OC(C)(C)C)c1ccc(F)cc1, [Mg+]Cc1ccccc1, [Cl-], C1CCOC1. The product is COCOC(CN(C)S(=O)(=O)c1cc(C=O)sc1NC(=O)OC(C)(C)C)c1ccc(F)cc1. RXN SMILES: [C:15]([CH3:16])([CH3:17])([CH3:18])[O:19][C:20]([NH:21][c:22]1[s:23][c:24]([CH:45]([CH2:46][c:47]2[cH:48][cH:49][cH:50][cH:51][cH:52]2)[OH:53])[cH:25][c:26]1[S:27]([N:28]([CH3:29])[CH2:30][CH:31]([O:32][CH2:33][O:34][CH3:35])[c:36]1[cH:37][cH:38][c:39]([F:42])[cH:40][cH:41]1)(=[O:43])=[O:44])=[O:54].[CH2:7]([Mg+:8])[c:9]1[cH:10][cH:11][cH:12][cH:13][cH:14]1.[Cl-:6].[O:1]1[CH2:2][CH2:3][CH2:4][CH2:5]1>>[C:15]([CH3:16])([CH3:17])([CH3:18])[O:19][C:20]([NH:21][c:22]1[s:23][c:24]([CH:45]=[O:53])[cH:25][c:26]1[S:27]([N:28]([CH3:29])[CH2:30][CH:31]([O:32][CH2:33][O:34][CH3:35])[c:36]1[cH:37][cH:38][c:39]([F:42])[cH:40][cH:41]1)(=[O:43])=[O:44])=[O:54]. Starting materials: O (water), CC=1C(=NC=C(C(=O)O)C1)OCC(F)(F)F (5-methyl-6-(2,2,2-trifluoroethoxy)nicotinic acid), IC (iodomethane), C([O-])([O-])=O.[K+].[K+] (potassium carbonate). Solvent: CC(=O)N(C)C (DMA). Run at time 2 hour. Product: CC=1C(=NC=C(C(=O)OC)C1)OCC(F)(F)F (methyl 5-methyl-6-(2,2,2-trifluoroethoxy)nicotinate). Isolated yield 87.9%. As a reaction SMILES: [CH3:1][C:2]1[C:3]([O:11][CH2:12][C:13]([F:16])([F:15])[F:14])=[N:4][CH:5]=[C:6]([CH:10]=1)[C:7]([OH:9])=[O:8].IC.[C:19](=O)([O-])[O-].[K+].[K+].O>CC(N(C)C)=O>[CH3:1][C:2]1[C:3]([O:11][CH2:12][C:13]([F:16])([F:14])[F:15])=[N:4][CH:5]=[C:6]([CH:10]=1)[C:7]([O:9][CH3:19])=[O:8] |f:2.3.4|. Reported procedure: A mixture of 5-methyl-6-(2,2,2-trifluoroethoxy)nicotinic acid (3.08 g, 13.1 mmol, Step-1 of Amine-2), iodomethane (0.983 ml, 15.72 mmol) and potassium carbonate (5.43 g, 39.3 mmol) in DMA (40 ml) is stirred at rt for 2 hours. The reaction mixture is poured into water (200 mL) and extracted with n-hexane/EtOAc (1:10, 500 mL). The organic layer is washed with 2M hydrochloric acid (300 mL×2) and dried over sodium sulfate. After filtration, the filtrate is concentrated in vacuo. The residue is purif... Starting materials: C(=O)N1CCC(CC1)(C1=C(C=CC=C1)CC1=CC=CC=C1)OC (1-formyl-4-methoxy-4-(α-phenyl-2-tolyl)piperidine), Cl (HCl), [H-].[Al+3].[Li+].[H-].[H-].[H-] (lithium aluminum hydride), C(=O)N1CCC(CC1)(C1=C(C=CC=C1)CC1=CC=CC=C1)OC (1-formyl-4-methoxy-4-(α-phenyl-2-tolyl)piperidine). The solvent is CCOCC (ether), CCOCC (ether), CCOCC (ether). Conditions: time 16 hour. Product: CN1CCC(CC1)(C1=C(C=CC=C1)CC1=CC=CC=C1)OC (1-methyl-4-methoxy-4-(α-phenyl-2-tolyl)piperidine). As a reaction SMILES: [CH:1]([N:3]1[CH2:8][CH2:7][C:6]([O:22][CH3:23])([C:9]2[CH:14]=[CH:13][CH:12]=[CH:11][C:10]=2[CH2:15][C:16]2[CH:21]=[CH:20][CH:19]=[CH:18][CH:17]=2)[CH2:5][CH2:4]1)=O.[H-].[Al+3].[Li+].[H-].[H-].[H-].Cl>CCOCC>[CH3:1][N:3]1[CH2:4][CH2:5][C:6]([O:22][CH3:23])([C:9]2[CH:14]=[CH:13][CH:12]=[CH:11][C:10]=2[CH2:15][C:16]2[CH:21]=[CH:20][CH:19]=[CH:18][CH:17]=2)[CH2:7][CH2:8]1 |f:1.2.3.4.5.6|. Procedure: To a stirred mixture of 4.0 g of 1-formyl-4-methoxy-4-(α-phenyl-2-tolyl)piperidine, of Example 50 b, in 300 ml of anhydrous ether, 0.68 g of 95% lithium aluminum hydride and 100 ml of anhydrous ether is added dropwise the solution of 1-formyl-4-methoxy-4-(α-phenyl-2-tolyl)piperidine, followed by stirring 16 hours at room temperature. The resultant mixture is quenched under N2 with distilled water. The mixture is gravity filtered, the phases are separated and the aqueous phase is further extracte... The reactants are O (water), BrCCNC(OC(C)(C)C)=O (tert-butyl (2-bromoethyl)carbamate), C(C)(C)N(C(C)C)CC (N,N-diisopropylethylamine), NC1=CC=C(C=C1)CCC=1N=C(SC1)NC(C)=O (N-{4-[2-(4-aminophenyl)ethyl]-1,3-thiazol-2-yl}acetamide). The solvent is C1(=CC=CC=C1)C (toluene). Reaction conditions: temperature 80 celsius, time 24 hour. The product is C(C)(=O)NC=1SC=C(N1)CCC1=CC=C(C=C1)NCCNC(OC(C)(C)C)=O (tert-butyl {2-[(4-{2-[2-(acetylamino)-1,3-thiazol-4-yl]ethyl}phenyl)amino]ethyl}carbamate). Reaction SMILES: [NH2:1][C:2]1[CH:7]=[CH:6][C:5]([CH2:8][CH2:9][C:10]2[N:11]=[C:12]([NH:15][C:16](=[O:18])[CH3:17])[S:13][CH:14]=2)=[CH:4][CH:3]=1.Br[CH2:20][CH2:21][NH:22][C:23](=[O:29])[O:24][C:25]([CH3:28])([CH3:27])[CH3:26].C(N(CC)C(C)C)(C)C.O>C1(C)C=CC=CC=1>[C:16]([NH:15][C:12]1[S:13][CH:14]=[C:10]([CH2:9][CH2:8][C:5]2[CH:6]=[CH:7][C:2]([NH:1][CH2:20][CH2:21][NH:22][C:23](=[O:29])[O:24][C:25]([CH3:28])([CH3:27])[CH3:26])=[CH:3][CH:4]=2)[N:11]=1)(=[O:18])[CH3:17]. Procedure details: To a suspension of N-{4-[2-(4-aminophenyl)ethyl]-1,3-thiazol-2-yl}acetamide (100 mg) in toluene were added tert-butyl (2-bromoethyl)carbamate (87.5 mg) and N,N-diisopropylethylamine (52 μl), and the mixture was stirred at 80° C. for 24 h. The reaction mixture was allowed to cool to room temperature, water (10 ml) was added, and the organic layer was separated, washed with saturated aqueous NaCl, dried over MgSO4, filtered, and concentrated in vacuo to give tert-butyl {2-[(4-{2-[2-(acetylamino)-1...